This data is from the Open Reaction Database (ORD), a public repository of structured organic reaction records. The task is: describe an organic reaction: reactants, conditions, products, and yield Starting materials: C(C)(=O)N(N1C(N(N=C(C1)CO)C(=O)OC(C)(C)C)=O)C(=O)OC(C)(C)C (tert-butyl 4-[acetyl(tert-butoxycarbonyl)amino]-6-(hydroxymethyl)-3-oxo-5H-1,2,4-triazine-2-carboxylate). The reagents and catalysts are [O-2].[Mn+4].[O-2] (manganese(IV) oxide). Solvent: C(Cl)(Cl)Cl (CHCl3). The product is C(C)(=O)N(N1C(N(N=C(C1)C=O)C(=O)OC(C)(C)C)=O)C(=O)OC(C)(C)C (tert-butyl 4-[acetyl(tert-butoxycarbonyl)amino]-6-formyl-3-oxo-5H-1,2,4-triazine-2-carboxylate). Reaction SMILES: [C:1]([N:4]([C:21]([O:23][C:24]([CH3:27])([CH3:26])[CH3:25])=[O:22])[N:5]1[CH2:10][C:9]([CH2:11][OH:12])=[N:8][N:7]([C:13]([O:15][C:16]([CH3:19])([CH3:18])[CH3:17])=[O:14])[C:6]1=[O:20])(=[O:3])[CH3:2]>C(Cl)(Cl)Cl.[O-2].[Mn+4].[O-2]>[C:1]([N:4]([C:21]([O:23][C:24]([CH3:27])([CH3:26])[CH3:25])=[O:22])[N:5]1[CH2:10][C:9]([CH:11]=[O:12])=[N:8][N:7]([C:13]([O:15][C:16]([CH3:17])([CH3:18])[CH3:19])=[O:14])[C:6]1=[O:20])(=[O:3])[CH3:2] |f:2.3.4|. Procedure: To a stirred solution of tert-butyl 4-[acetyl(tert-butoxycarbonyl)amino]-6-(hydroxymethyl)-3-oxo-5H-1,2,4-triazine-2-carboxylate (3.01 g, 7.78 mmol) in CHCl3 (47 mL) was added manganese(IV) oxide (7.96 g, 77.8 mmol) and the obtained mixture was heated under reflux for 20 h. The obtained reaction mixture was filtered over Celite and followed by rinsing with 20% MeOH/CHCl3. Removal of the solvent in vacuo furnished the desired product as a sticky oil which was used directly in the next step withou... Starting materials: O=C(Cl)c1ccccc1, CC(O)CO, ClCCl, Cc1cc(C)nc(C)c1. The product is CC(O)COC(=O)c1ccccc1. Reaction SMILES: [C:1]([c:2]1[cH:3][cH:4][cH:5][cH:6][cH:7]1)(=[O:8])[Cl:9].[CH2:10]([CH:11]([CH3:12])[OH:13])[OH:14].[Cl:24][CH2:25][Cl:26].[n:15]1[c:16]([CH3:17])[cH:18][c:19]([CH3:20])[cH:21][c:22]1[CH3:23]>>[C:1]([c:2]1[cH:3][cH:4][cH:5][cH:6][cH:7]1)(=[O:8])[O:14][CH2:10][CH:11]([CH3:12])[OH:13]. Starting materials: COC(C(CC1=CC=C(C=C1)N=[N+]=[N-])NC(C1=C(C=C(C=C1C)C)C)=O)=O (3-(4-azido-phenyl)-2-(2,4,6-trimethyl-benzoylamino)-propionic Acid Methyl Ester), C(C)OC(C#C)OCC (3,3-diethoxy-propyne), Cu(AcO)2. Run in O1CCOCC1 (dioxane), O (H2O), C(C)(=O)OCC (ethyl acetate). Run at time 10 minute. Product: COC(C(CC1=CC=C(C=C1)N1N=NC(=C1)C=O)NC(C1=C(C=C(C=C1C)C)C)=O)=O (3-[4-(4-formyl-[1,2,3]triazol-1-yl)-phenyl]-2-(2,4,6-trimethyl-benzoylamino)-propionic Acid Methyl Ester). As a reaction SMILES: [CH3:1][O:2][C:3](=[O:27])[CH:4]([NH:15][C:16](=[O:26])[C:17]1[C:22]([CH3:23])=[CH:21][C:20]([CH3:24])=[CH:19][C:18]=1[CH3:25])[CH2:5][C:6]1[CH:11]=[CH:10][C:9]([N:12]=[N+:13]=[N-:14])=[CH:8][CH:7]=1.C([O:30][CH:31](OCC)[C:32]#[CH:33])C>O1CCOCC1.O.C(OCC)(=O)C>[CH3:1][O:2][C:3](=[O:27])[CH:4]([NH:15][C:16](=[O:26])[C:17]1[C:18]([CH3:25])=[CH:19][C:20]([CH3:24])=[CH:21][C:22]=1[CH3:23])[CH2:5][C:6]1[CH:7]=[CH:8][C:9]([N:12]2[CH:33]=[C:32]([CH:31]=[O:30])[N:14]=[N:13]2)=[CH:10][CH:11]=1. Procedure: 250 mg (0.68 mmol) of (13) and 684 μl (4.77 mmol) of 3,3-diethoxy-propyne were dissolved in 3 ml of dioxane. 500 μl of saturated Cu(AcO)2 solution in H2O were added and the solution was stirred for 10 min. After pouring in ethyl acetate the organic layer was washed with saturated NaHCO3, water, brine and dried over Na2SO4. The crude product was dissolved in 500 μl THF with 10% of HCl and stirred for 1 h. The solution was poured in 20 ml of saturated NaHCO3 solution and extracted with ethyl aceta... Reactants: ice, C1CC=2C1=CC=CC2 (benzocyclobutene), COCCl (chloromethyl methyl ether), [Sn](Cl)(Cl)(Cl)Cl (tin tetrachloride). Solvent: C(Cl)Cl (methylene chloride). Product: ClCC1=C2C(CC2)=CC=C1 (4-chloromethylbenzocyclobutene). Yield: 41.0%. RXN SMILES: [CH2:1]1[C:4]2=[CH:5][CH:6]=[CH:7][CH:8]=[C:3]2[CH2:2]1.CO[CH2:11][Cl:12].[Sn](Cl)(Cl)(Cl)Cl>C(Cl)Cl>[Cl:12][CH2:11][C:8]1[CH:7]=[CH:6][CH:5]=[C:4]2[CH2:1][CH2:2][C:3]=12. Procedure details: To a stirred solution of 10 g of benzocyclobutene and 18.25 mL of chloromethyl methyl ether in 100 mL of methylene chloride at -78° C. under a nitrogen atmosphere, 11.1 g tin tetrachloride was added slowly over a period 1 hour and stirring was continued for 6 more hours at -78° C. The reaction mixture was then poured into an ice cold sodium hydroxide solution (10%) and extracted with ethyl acetate. The organic layer was washed with brine and dried over magnesium sulfate. Removal of the solvent f... The reactants are ClC=1C=C(C=CC1)NC1=NC=CC(=N1)NC[C@H]1CN(CC1)C(=O)OC(C)(C)C (tert-butyl (3S)-3-[({2-[(3-chlorophenyl)-amino]pyrimidin-4-yl}amino)methyl]pyrrolidine-1-carboxylate), [H-].[Al+3].[Li+].[H-].[H-].[H-] (lithium aluminum hydride). Solvent: C1CCOC1 (THF). Conditions: temperature 50 celsius. The product is ClC=1C=C(C=CC1)NC1=NC=CC(=N1)NC[C@H]1CN(CC1)C (N2-(3-chlorophenyl)-N4-{[(3S)-1-methylpyrrolidin-3-yl]methyl}pyrimidine-2,4-diamine). The yield is 68.0%. Reaction SMILES: [Cl:1][C:2]1[CH:3]=[C:4]([NH:8][C:9]2[N:14]=[C:13]([NH:15][CH2:16][C@@H:17]3[CH2:21][CH2:20][N:19]([C:22](OC(C)(C)C)=O)[CH2:18]3)[CH:12]=[CH:11][N:10]=2)[CH:5]=[CH:6][CH:7]=1.[H-].[Al+3].[Li+].[H-].[H-].[H-]>C1COCC1>[Cl:1][C:2]1[CH:3]=[C:4]([NH:8][C:9]2[N:14]=[C:13]([NH:15][CH2:16][C@@H:17]3[CH2:21][CH2:20][N:19]([CH3:22])[CH2:18]3)[CH:12]=[CH:11][N:10]=2)[CH:5]=[CH:6][CH:7]=1 |f:1.2.3.4.5.6|. Procedure: To a solution of tert-butyl (3S)-3-[({2-[(3-chlorophenyl)-amino]pyrimidin-4-yl}amino)methyl]pyrrolidine-1-carboxylate, 19, (356 mg, 0.88 mmol) in THF (2 mL) is added lithium aluminum hydride (2 M in THF, 1.32 mL, 2.64 mmol). The reaction is heated to 50° C. for 3 days, cooled to room temperature, quenched with NaOH (1 N, 2 mL) and stirred for an additional hour. The reaction mixture is extracted with EtOAc (2×25 mL) and the combined organic layers are dried (MgSO4), concentrated in vacuo, and pu...